Task: describe an organic reaction: reactants, conditions, products, and yield. Dataset: the Open Reaction Database (ORD), a public repository of structured organic reaction records As a reaction SMILES: [CH3:1][CH:2]1[C:12]2[C:7](=[CH:8][CH:9]=[CH:10][CH:11]=2)[C:5](=O)[CH2:4][CH2:3]1.[BH4-].[Na+]>CO>[CH3:1][CH:2]1[C:12]2[C:7](=[CH:8][CH:9]=[CH:10][CH:11]=2)[CH:5]=[CH:4][CH2:3]1 |f:1.2|. Run at time 8 hour. The yield is 78.0%. Reactants: CC1CCC(=O)C2=CC=CC=C12 (4-methyl-α-tetralone), [BH4-].[Na+] (NaBH4). Run in CO (methanol). Yields the product CC1CC=CC2=CC=CC=C12 (1,2-dihydro-1-methylnaphthalene), oil. Reported procedure: 1,2-Dihydro-1-methylnaphthalene ((±)-8) was prepared using a similar procedure to that reported in Ferraz et al., Tetrahedron, 57:1709ff (2001) (“Ferraz”), which is hereby incorporated by reference). The scheme is set forth in FIG. 7C. To a stirred solution of commercially available 4-methyl-α-tetralone (0.50 g, 3.12 mmol) in methanol (50 mL) was added NaBH4 (0.35 g, 9.36 mmol) portionwise. The reaction mixture was followed by TLC and, after complete consumption of the starting material (approx.... The reactants are OCCCCCCCCCCCNC1=CC=C(C(=O)O)C=C1 (4-(11-hydroxyundecylamino)benzoic acid), [OH-].[Na+] (sodium hydroxide). Procedure details: A mixture of 3.62 g. of 4-(11-hydroxyundecylamino)benzoic acid and 25 ml. of ethanol-water (9:1) containing 400 mg. of sodium hydroxide is stirred for 4 hours. The mixture is filtered and the solid washed with ethanol-water and dried in vacuo to yield sodium 4-(11-hydroxyundecylamino)benzoate as a white, amorphous solid. As a reaction SMILES: [OH:1][CH2:2][CH2:3][CH2:4][CH2:5][CH2:6][CH2:7][CH2:8][CH2:9][CH2:10][CH2:11][CH2:12][NH:13][C:14]1[CH:22]=[CH:21][C:17]([C:18]([OH:20])=[O:19])=[CH:16][CH:15]=1.[OH-].[Na+:24]>C(O)C.O>[OH:1][CH2:2][CH2:3][CH2:4][CH2:5][CH2:6][CH2:7][CH2:8][CH2:9][CH2:10][CH2:11][CH2:12][NH:13][C:14]1[CH:15]=[CH:16][C:17]([C:18]([O-:20])=[O:19])=[CH:21][CH:22]=1.[Na+:24] |f:1.2,3.4,5.6|. Yields the product OCCCCCCCCCCCNC1=CC=C(C(=O)[O-])C=C1.[Na+] (sodium 4-(11-hydroxyundecylamino)benzoate). Solvent: C(C)O.O (ethanol water). Starting materials: BrCCC1=CC=C(C#N)C=C1 (4-(2-Bromoethyl)benzonitrile), O (Water), [H-].[Na+] (sodium hydride), C(C=C)OC(=O)C(C(=O)OCC=C)CCCCC(=O)OCC (1-Allyl 7-ethyl 2-allyloxycarbonylheptanedioate). The solvent is CN(C)C=O (DMF), CN(C)C=O (DMF). Conditions: temperature 0 celsius, time 30 minute. Product: C(C=C)OC(=O)C(C(=O)OCC=C)(CCCCC(=O)OCC)CCC1=CC=C(C=C1)C#N (1-Allyl 7-ethyl 2-allyloxycarbonyl-2-[2-(4-cyanophenyl)ethyl]heptandioate). The yield is 27923.2%. RXN SMILES: [H-].[Na+].[CH2:3]([O:6][C:7]([CH:9]([CH2:16][CH2:17][CH2:18][CH2:19][C:20]([O:22][CH2:23][CH3:24])=[O:21])[C:10]([O:12][CH2:13][CH:14]=[CH2:15])=[O:11])=[O:8])[CH:4]=[CH2:5].Br[CH2:26][CH2:27][C:28]1[CH:35]=[CH:34][C:31]([C:32]#[N:33])=[CH:30][CH:29]=1.O>CN(C=O)C>[CH2:3]([O:6][C:7]([C:9]([CH2:26][CH2:27][C:28]1[CH:35]=[CH:34][C:31]([C:32]#[N:33])=[CH:30][CH:29]=1)([CH2:16][CH2:17][CH2:18][CH2:19][C:20]([O:22][CH2:23][CH3:24])=[O:21])[C:10]([O:12][CH2:13][CH:14]=[CH2:15])=[O:11])=[O:8])[CH:4]=[CH2:5] |f:0.1|. Procedure: 6.37 g (159.27 mmol; content 60%) of sodium hydride are added in portions to a solution of 45.23 g (144.79 mmol) of 1-allyl 7-ethyl 2-allyloxycarbonylheptanedioate from Example 82A in 250 ml of DMF at 0° C. The reaction solution is then allowed to reach room temperature and is stirred for 30 min. The reaction solution is then cooled to 0° C. and, after addition of 36.50 g (173.75 mmol) of 4-(2-bromoethyl)benzonitrile from Example 8A in 250 ml DMF, stirred at this temperature for 30 min. The mixt... The reactants are O([Si](C1=CC=CC=C1)(C1=CC=CC=C1)C(C)(C)C)CC=1C=C2CN(CC2=CC1)CCCC1=CC=CC=C1 (5-(tert-butyldiphenylsiloxymethyl)-2-(3-phenylpropan-1-yl)-2,3-dihydro-1H-isoindole), [F-].C(CCC)[N+](CCCC)(CCCC)CCCC.O1CCCC1 (tetrabutylammonium fluoride tetrahydrofuran), C(O)([O-])=O.[Na+] (sodium hydrogen carbonate). The solvent is O1CCCC1 (tetrahydrofuran). Conditions: time 1 hour. Yields the product C1(=CC=CC=C1)CCCN1CC2=CC=C(C=C2C1)CO (2-(3-phenylpropan-1-yl)-2,3-dihydro-1H-isoindol-5-ylmethanol). RXN SMILES: [O:1]([CH2:19][C:20]1[CH:21]=[C:22]2[C:26](=[CH:27][CH:28]=1)[CH2:25][N:24]([CH2:29][CH2:30][CH2:31][C:32]1[CH:37]=[CH:36][CH:35]=[CH:34][CH:33]=1)[CH2:23]2)[Si](C(C)(C)C)(C1C=CC=CC=1)C1C=CC=CC=1.[F-].C([N+](CCCC)(CCCC)CCCC)CCC.O1CCCC1.C(=O)([O-])O.[Na+]>O1CCCC1>[C:32]1([CH2:31][CH2:30][CH2:29][N:24]2[CH2:23][C:22]3[C:26](=[CH:27][CH:28]=[C:20]([CH2:19][OH:1])[CH:21]=3)[CH2:25]2)[CH:33]=[CH:34][CH:35]=[CH:36][CH:37]=1 |f:1.2.3,4.5|. Procedure details: To a solution of 3.699 g (7.316 mM) of 5-(tert-butyldiphenylsiloxymethyl)-2-(3-phenylpropan-1-yl)-2,3-dihydro-1H-isoindole in 50 ml of tetrahydrofuran was added 8.78 ml (8.78 mM) of 1.0N-tetrabutylammonium fluoride-tetrahydrofuran at room temperature and the mixture was stirred for 1 hour. This reaction mixture was poured in aqueous solution of sodium hydrogen carbonate and extracted with 3 portions of ethyl acetate. The pooled organic layer was dried over MgSO4 and the solvent was distilled off... Starting materials: C1(=CC=CC=C1)CCCN (3-phenylpropan-1-amine), C1N(CC2=CC=CC=C12)C(=O)NC1=NC=C(C(=O)O)C=C1 (6-(isoindoline-2-carboxamido)nicotinic acid), C1N(CC2=CC=CC=C12)C(=O)NC1=CC=C(C(=O)O)C=C1 (4-(isoindoline-2-carboxamido)benzoic acid). Yields the product O1C[C@@H](CC1)CNC(=O)C=1C=CC(=NC1)NC(=O)N1CC2=CC=CC=C2C1 (N-(5-{[(3S)-tetrahydrofuran-3-ylmethyl]carbamoyl}pyridin-2-yl)-1,3-dihydro-2H-isoindole-2-carboxamide). RXN SMILES: [C:1]1([CH2:7][CH2:8][CH2:9][NH2:10])C=CC=CC=1.[CH2:11]1[C:19]2[C:14](=[CH:15][CH:16]=[CH:17][CH:18]=2)[CH2:13][N:12]1[C:20]([NH:22][C:23]1[CH:31]=[CH:30][C:26]([C:27]([OH:29])=O)=[CH:25][N:24]=1)=[O:21].C1C2C(=CC=CC=2)CN1[C:41](NC1C=CC(C(O)=O)=CC=1)=[O:42]>>[O:42]1[CH2:1][CH2:7][C@@H:8]([CH2:9][NH:10][C:27]([C:26]2[CH:30]=[CH:31][C:23]([NH:22][C:20]([N:12]3[CH2:11][C:19]4[C:14](=[CH:15][CH:16]=[CH:17][CH:18]=4)[CH2:13]3)=[O:21])=[N:24][CH:25]=2)=[O:29])[CH2:41]1. Reported procedure: The title compound was prepared as described in Example 1C, substituting (S)-benzyl (tetrahydrofuran-3-yl)methylcarbamate for 3-phenylpropan-1-amine and 6-(isoindoline-2-carboxamido)nicotinic acid for 4-(isoindoline-2-carboxamido)benzoic acid. 1H NMR (500 MHz, DMSO-d6) δ ppm 9.27 (s, 1H), 8.74 (d, J=2.1 Hz, 1H), 8.60 (t, J=5.7 Hz, 1H), 8.14 (dd, J=8.8, 2.4 Hz, 1H), 8.00 (d, J=8.7 Hz, 1H), 7.41-7.27 (m, 4H), 4.89 (m, 4H), 3.75 (m, 1H), 3.69 (m, 1H), 3.62 (m, 1H), 3.48 (dd, J=8.5, 5.3 Hz, 1H), 3.2... Solvent: CO (methanol). Starting materials: ClC=1C=C(OCC2CN(C(O2)=O)CCCC(=O)OCC)C=CC1 (ethyl 4-[5-(3-chlorophenoxymethyl)-2-oxooxazolidin-3-yl]butyrate), [BH4-].[Na+] (sodium borohydride), O1CCCC1 (tetrahydrofuran). Isolated yield 100.5%. Yields the product ClC=1C=C(OCC2CN(C(O2)=O)CCCCO)C=CC1 (4-[5-(3-Chlorophenoxymethyl)-2-oxooxazolidin-3-yl]butanol). Reported procedure: A procedure similar to that described in Preparation 5 was repeated, except that 1.43 g of ethyl 4-[5-(3-chlorophenoxymethyl)-2-oxooxazolidin-3-yl]butyrate (prepared as described in Preparation 116), 183 mg of sodium borohydride, 20 ml of anhydrous tetrahydrofuran and 135 mg of anhydrous methanol were used, to give 1.26 g of the title compound having an Rf value of 0.31 (on silica gel thin layer chromatography, using ethyl acetate as the developing solvent). Reaction SMILES: [Cl:1][C:2]1[CH:3]=[C:4]([CH:21]=[CH:22][CH:23]=1)[O:5][CH2:6][CH:7]1[O:11][C:10](=[O:12])[N:9]([CH2:13][CH2:14][CH2:15][C:16](OCC)=[O:17])[CH2:8]1.[BH4-].[Na+].O1CCCC1>CO>[Cl:1][C:2]1[CH:3]=[C:4]([CH:21]=[CH:22][CH:23]=1)[O:5][CH2:6][CH:7]1[O:11][C:10](=[O:12])[N:9]([CH2:13][CH2:14][CH2:15][CH2:16][OH:17])[CH2:8]1 |f:1.2|. Reactants: C(N)(OCC)=O (ethyl carbamate), C12C=CC(CC1)C2 (norbornene). Run in C(C)O (ethanol). Conditions: temperature 70 celsius, time 7 hour. Yields the product C12(CCC(CC1)C2)NC(OCC)=O (ethyl N-norbornylcarbamate). Isolated yield 85.8%. Reaction SMILES: [C:1](=[O:6])([O:3][CH2:4][CH3:5])[NH2:2].[CH:7]12[CH2:13][CH:10]([CH2:11][CH2:12]1)[CH:9]=[CH:8]2>C(O)C>[C:7]12([NH:2][C:1](=[O:6])[O:3][CH2:4][CH3:5])[CH2:13][CH:10]([CH2:11][CH2:12]1)[CH2:9][CH2:8]2. Procedure details: A stirred mixture of 178 g of ethyl carbamate, 94 g of norbornene, 5 g of ethanol and 20 g of ®LEWASORB AC-10 was heated to 70° C. in a stirred reactor, and stirring was continued at this temperature for 7 hours. Thereafter, the catalyst was filtered off and the mixture was distilled under reduced pressure. 157 g (86% of theory) of ethyl N-norbornylcarbamate of boiling point 148°-150° C./20 mbar and melting point 50° C. (from pentane) were obtained. No substantial amount of norbornene oligomers ... Solvent: O (water). As a reaction SMILES: [CH3:1][O:2][C:3](=[O:27])[CH2:4][O:5][C:6]1[CH:15]=[CH:14][C:13]([F:16])=[C:12]2[C:7]=1[C:8]([CH3:26])=[C:9]([CH2:18][C:19]1[CH:24]=[CH:23][C:22]([Cl:25])=[CH:21][CH:20]=1)[C:10](=[O:17])[NH:11]2.C(=O)([O-])[O-].[K+].[K+].Cl[C:35](OC(=O)C)([F:37])[F:36]>O>[CH3:1][O:2][C:3](=[O:27])[CH2:4][O:5][C:6]1[CH:15]=[CH:14][C:13]([F:16])=[C:12]2[C:7]=1[C:8]([CH3:26])=[C:9]([CH2:18][C:19]1[CH:20]=[CH:21][C:22]([Cl:25])=[CH:23][CH:24]=1)[C:10]([O:17][CH:35]([F:37])[F:36])=[N:11]2 |f:1.2.3|. Reaction conditions: temperature 70 celsius, time 18 hour. Procedure details: A mixture of [3-(4-chlorobenzyl)-8-fluoro-4-methyl-2-oxo-1,2-dihydroquinolin-5-yloxy]acetic acid methyl ester (1.0 g), N7N-dimethylformamide (15 mL), potassium carbonate (0.89 g) and acetic acid chlorodifluoromethyl ester (1.1 mL) was stirred at 70° C. for 18 hours. The mixture was diluted with water, extracted with ethyl acetate and the combined extracts dried over magnesium sulfate. The solvent was removed under reduced pressure and purification of the residue by column chromatography on silic... Starting materials: COC(COC1=C2C(=C(C(NC2=C(C=C1)F)=O)CC1=CC=C(C=C1)Cl)C)=O ([3-(4-chlorobenzyl)-8-fluoro-4-methyl-2-oxo-1,2-dihydroquinolin-5-yloxy]acetic acid methyl ester), N7N dimethylformamide, C([O-])([O-])=O.[K+].[K+] (potassium carbonate), ClC(F)(F)OC(C)=O (acetic acid chlorodifluoromethyl ester). Yields the product COC(COC1=C2C(=C(C(=NC2=C(C=C1)F)OC(F)F)CC1=CC=C(C=C1)Cl)C)=O ([3-(4-chlorobenzyl)-2-difluoromethoxy-8-fluoro-4-methylquinolin-5-yloxy]acetic Acid Methyl Ester). The reactants are CNC, CCO, CC(C)Oc1c(N2CCN(C(=O)C(=O)c3c[nH]c4cccc(F)c34)CC2)c(=O)c1=O. Yields the product CN(C)c1c(N2CCN(C(=O)C(=O)c3c[nH]c4cccc(F)c34)CC2)c(=O)c1=O. As a reaction SMILES: [CH3:1][NH:2][CH3:3].[CH3:34][CH2:35][OH:36].[F:4][c:5]1[c:6]2[c:7]([C:14]([C:15](=[O:16])[N:17]3[CH2:18][CH2:19][N:20]([c:23]4[c:24](=[O:32])[c:25](=[O:31])[c:26]4[O:27][CH:28]([CH3:29])[CH3:30])[CH2:21][CH2:22]3)=[O:33])[cH:8][nH:9][c:10]2[cH:11][cH:12][cH:13]1>>[CH3:1][N:2]([CH3:3])[c:26]1[c:23]([N:20]2[CH2:19][CH2:18][N:17]([C:15]([C:14]([c:7]3[c:6]4[c:5]([F:4])[cH:13][cH:12][cH:11][c:10]4[nH:9][cH:8]3)=[O:33])=[O:16])[CH2:22][CH2:21]2)[c:24](=[O:32])[c:25]1=[O:31]. Starting materials: O (water), ClC1=CC=C(C=C1)C=1NC(=CC1S(=O)(=O)C1=CC=C(C=C1)Cl)C(F)(F)F (2-(p-chlorophenyl)-3-[(p-chlorophenyl)sulfonyl]-5-(trifluoromethyl)pyrrole), BrBr (bromine), C(C)(=O)[O-].[Na+] (sodium acetate). The reagents and catalysts are BrBr (bromine). Run in C(C)(=O)O (acetic acid). Run at time 8 hour. The product is ethyl acetate hexanes, BrC1=C(NC(=C1S(=O)(=O)C1=CC=C(C=C1)Cl)C1=CC=C(C=C1)Cl)C(F)(F)F (3-Bromo-5-(p-chlorophenyl)-4-[(p-chlorophenyl)sulfonyl]-2-(trifluoromethyl)pyrrole). The yield is 73.6%. RXN SMILES: [Cl:1][C:2]1[CH:7]=[CH:6][C:5]([C:8]2[NH:9][C:10]([C:23]([F:26])([F:25])[F:24])=[CH:11][C:12]=2[S:13]([C:16]2[CH:21]=[CH:20][C:19]([Cl:22])=[CH:18][CH:17]=2)(=[O:15])=[O:14])=[CH:4][CH:3]=1.[Br:27]Br.C([O-])(=O)C.[Na+].O>C(O)(=O)C.BrBr>[Br:27][C:11]1[C:12]([S:13]([C:16]2[CH:21]=[CH:20][C:19]([Cl:22])=[CH:18][CH:17]=2)(=[O:14])=[O:15])=[C:8]([C:5]2[CH:4]=[CH:3][C:2]([Cl:1])=[CH:7][CH:6]=2)[NH:9][C:10]=1[C:23]([F:25])([F:24])[F:26] |f:2.3|. Reported procedure: A solution of 2-(p-chlorophenyl)-3-[(p-chlorophenyl)sulfonyl]-5-(trifluoromethyl)pyrrole (2.15 g, 5.12 mmol), bromine (0.29 mL, 5.63 mmol) and sodium acetate (0.46 g, 5.63 mmol) in acetic acid is stirred at room temperature for 4 hours, treated with additional bromine (3 drops), stirred overnight at room temperature and poured into water. The resultant aqueous mixture is filtered to obtain a solid. Flash column chromatography of the solid using silica gel and a 1:5 ethyl acetate/hexanes solution...